From a dataset of the Open Reaction Database (ORD), a public repository of structured organic reaction records. describe an organic reaction: reactants, conditions, products, and yield Reactants: C1(CC1)C=1C=C(C=CC1S(=O)(=O)C1CC1)[C@H](C(=O)O)CC1CCOCC1 ((2R)-2-[3-cyclopropyl-4-(cyclopropylsulfonyl)phenyl]-3-(tetrahydro-2H-pyran-4-yl)propionic acid), C(C(=O)Cl)(=O)Cl (oxalyl chloride), C(C)(C)OC(C)C (diisopropyl ether), CC=1C=CC(=NC1)N (5-methylpyridin-2-amine). The solvent is ClCCl (dichloromethane), ClCCl (dichloromethane), CN(C)C=O (DMF), O (water), ClCCl (dichloromethane), N1=CC=CC=C1 (pyridine). Run at time 1 hour. Yields the product Cl.C1(CC1)C=1C=C(C=CC1S(=O)(=O)C1CC1)[C@H](C(=O)NC1=NC=C(C=C1)C)C[C@@H]1CC(CC1)=O ((2R)-2-[3-cyclopropyl-4-(cyclopropylsulfonyl)phenyl]-N-(5-methylpyridin-2-yl)-3-[(1R)-3-oxocyclopentyl]propanamide monohydrochloride). Reaction SMILES: [CH:1]1([C:4]2[CH:5]=[C:6]([C@@H:16]([CH2:20][CH:21]3[CH2:26][CH2:25][O:24][CH2:23][CH2:22]3)[C:17](O)=[O:18])[CH:7]=[CH:8][C:9]=2[S:10]([CH:13]2[CH2:15][CH2:14]2)(=[O:12])=[O:11])[CH2:3][CH2:2]1.C(Cl)(=O)C([Cl:30])=O.[CH3:33][C:34]1[CH:35]=[CH:36][C:37]([NH2:40])=[N:38][CH:39]=1.C(OC(C)C)(C)C>ClCCl.CN(C=O)C.N1C=CC=CC=1.O>[ClH:30].[CH:1]1([C:4]2[CH:5]=[C:6]([C@@H:16]([CH2:20][C@H:21]3[CH2:26][CH2:25][C:23](=[O:24])[CH2:22]3)[C:17]([NH:40][C:37]3[CH:36]=[CH:35][C:34]([CH3:33])=[CH:39][N:38]=3)=[O:18])[CH:7]=[CH:8][C:9]=2[S:10]([CH:13]2[CH2:15][CH2:14]2)(=[O:12])=[O:11])[CH2:3][CH2:2]1 |f:8.9|. Procedure details: To a solution of (2R)-2-[3-cyclopropyl-4-(cyclopropylsulfonyl)phenyl]-3-(tetrahydro-2H-pyran-4-yl)propionic acid (200 mg) in dichloromethane (5 mL) was added sequentially a solution of oxalyl chloride in 1 M dichloromethane (0.64 mL) and DMF (16 μL), followed by stirring for 1 hour under ice-cooling. Thereafter, a solution of 5-methylpyridin-2-amine (63 mg) in dichloromethane (5 mL) and pyridine (0.09 mL) were added thereto under ice-cooling, followed by stirring for 2 hours under ice-cooling. T... The reactants are C(C)(C)(C)OC(=O)N1CC(CC1)=O (1-(t-butoxycarbonyl)pyrrolidin-3-one), C(C)OC(CN1N=CC(=C1)C=O)=O (ethyl(4-formyl-1H-pyrazol-1-yl)acetate), N1CCCC1 (pyrrolidine). Run in C(C)O (ethanol). Run at temperature 80 celsius, time 45 minute. Product: C(C)(C)(C)OC(=O)N1CC(/C(/C1)=C/C=1C=NN(C1)CC(=O)OCC)=O ((E)-1-(t-Butoxycarbonyl)-4-{[1-(ethoxycarbonylmethyl)-1H-pyrazol-4-yl]methylidene}pyrrolidin-3-one). Yield: 34.8%. Reaction SMILES: [C:1]([O:5][C:6]([N:8]1[CH2:12][CH2:11][C:10](=[O:13])[CH2:9]1)=[O:7])([CH3:4])([CH3:3])[CH3:2].[CH2:14]([O:16][C:17](=[O:26])[CH2:18][N:19]1[CH:23]=[C:22]([CH:24]=O)[CH:21]=[N:20]1)[CH3:15].N1CCCC1>C(O)C>[C:1]([O:5][C:6]([N:8]1[CH2:12]/[C:11](=[CH:24]\[C:22]2[CH:21]=[N:20][N:19]([CH2:18][C:17]([O:16][CH2:14][CH3:15])=[O:26])[CH:23]=2)/[C:10](=[O:13])[CH2:9]1)=[O:7])([CH3:4])([CH3:2])[CH3:3]. Procedure details: To a solution of 1-(t-butoxycarbonyl)pyrrolidin-3-one (6.8 g) in ethanol (200 ml) were added ethyl(4-formyl-1H-pyrazol-1-yl)acetate (8.0 g) and pyrrolidine (600 μl). The resulting mixture was stirred at 80° C. for 45 minutes, cooled to room temperature, and the solvent was evaporated in vacuo. The residue was purified by chromatography on silica gel using a mixture of hexane, ethyl acetate and dichloromethane (2:1:1) as the eluent to afford the title compound as a yellow amorphous solid (4.47 g,...